From a dataset of the Open Reaction Database (ORD), a public repository of structured organic reaction records. describe an organic reaction: reactants, conditions, products, and yield The reactants are C(C1=CC=CC=C1)OC(=O)[C@H]1NCC(CC1)=NOCC1=CC=CC=C1 ((2S)-5-benzyloxyimino-piperidine-2-carboxylic acid benzyl ester), C12(C(=O)CC(CC1)C2(C)C)CS(=O)(=O)O ((+)-camphorsulfonic acid), S(O)(O)(=O)=O (sulfuric acid), [BH4-].[Na+] (sodium borohydride). Solvent: O1CCCC1 (tetrahydrofuran), O1CCCC1 (tetrahydrofuran). Conditions: time 22 hour. Product: C(C1=CC=CC=C1)OC(=O)[C@H]1NC[C@@H](CC1)NOCC1=CC=CC=C1 ((2S,5R)-5-benzyloxyamino-piperidine-2-carboxylic acid benzyl ester). The yield is 73.4%. RXN SMILES: S(=O)(=O)(O)O.[BH4-].[Na+].[CH2:8]([O:15][C:16]([C@@H:18]1[CH2:23][CH2:22][C:21](=[N:24][O:25][CH2:26][C:27]2[CH:32]=[CH:31][CH:30]=[CH:29][CH:28]=2)[CH2:20][NH:19]1)=[O:17])[C:9]1[CH:14]=[CH:13][CH:12]=[CH:11][CH:10]=1.C12(CS(O)(=O)=O)C(C)(C)C(CC1)CC2=O>O1CCCC1>[CH2:8]([O:15][C:16]([C@@H:18]1[CH2:23][CH2:22][C@@H:21]([NH:24][O:25][CH2:26][C:27]2[CH:32]=[CH:31][CH:30]=[CH:29][CH:28]=2)[CH2:20][NH:19]1)=[O:17])[C:9]1[CH:10]=[CH:11][CH:12]=[CH:13][CH:14]=1 |f:1.2|. Procedure: Under nitrogen atmosphere, tetrahydrofuran (3 ml) and sulfuric acid (0.151 g, 1.53 mmol) were added to sodium borohydride (0.101 g, 2.66 mmol). The obtained mixture was added dropwise at −10° C. to the mixture consisting of (2S)-5-benzyloxyimino-piperidine-2-carboxylic acid benzyl ester (0.168 g, 0.50 mmol), (+)-camphorsulfonic acid (0.695 g, 2.99 mmol) and tetrahydrofuran (2 ml) for 0.5 hour. After 22 hours of stirring, the obtained reaction mixture was analyzed with high performance liquid chr...